Dataset: the Open Reaction Database (ORD), a public repository of structured organic reaction records. Task: describe an organic reaction: reactants, conditions, products, and yield The reactants are C(C)(=O)OCC=1C(=NC=CC1C1=CN(C(C(=C1)NC1=NN2C(CN(CC2)C(COC)C)=C1)=O)C)N1C(C2=CC=3CC(CC3N2CC1)(C)C)=O ((2-{4,4-Dimethyl-9-oxo-1,10-diazatricyclo[6.4.0.02,6]dodeca-2(6),7-dien-10-yl}-4-(5-{[5-(1-methoxypropan-2-yl)-4H,5H,6H,7H-pyrazolo[1,5-a]pyrazin-2-yl]amino}-1-methyl-6-oxo-1,6-dihydropyridin-3-yl)pyridin-3-yl)methyl Acetate), [OH-].[Li+] (lithium hydroxide), 303, 300. The solvent is C1CCOC1.C(C)(C)O.O (THF i-propanol water). Run at temperature 30 celsius, time 1 hour. Yields the product OCC=1C(=NC=CC1C1=CN(C(C(=C1)NC1=NN2C(CN(CC2)[C@@H](COC)C)=C1)=O)C)N1C(C=2N(CC1)C1=C(C2)CC(C1)(C)C)=O ((R)-2-(3′-(hydroxymethyl)-5-((5-(1-methoxypropan-2-yl)-4,5,6,7-tetrahydropyrazolo[1,5-a]pyrazin-2-yl)amino)-1-methyl-6-oxo-1,6-dihydro-[3,4′-bipyridin]-2′-yl)-7,7-dimethyl-2,3,4,6,7,8-hexahydro-1H-cyclopenta[4,5]pyrrolo[1,2-a]pyrazin-1-one). RXN SMILES: C([O:4][CH2:5][C:6]1[C:7]([N:35]2[CH2:46][CH2:45][N:44]3[C:37](=[CH:38][C:39]4[CH2:40][C:41]([CH3:48])([CH3:47])[CH2:42][C:43]=43)[C:36]2=[O:49])=[N:8][CH:9]=[CH:10][C:11]=1[C:12]1[CH:17]=[C:16]([NH:18][C:19]2[CH:32]=[C:22]3[CH2:23][N:24]([CH:27]([CH3:31])[CH2:28][O:29][CH3:30])[CH2:25][CH2:26][N:21]3[N:20]=2)[C:15](=[O:33])[N:14]([CH3:34])[CH:13]=1)(=O)C.[OH-].[Li+]>C1COCC1.C(O)(C)C.O>[OH:4][CH2:5][C:6]1[C:7]([N:35]2[CH2:46][CH2:45][N:44]3[C:43]4[CH2:42][C:41]([CH3:48])([CH3:47])[CH2:40][C:39]=4[CH:38]=[C:37]3[C:36]2=[O:49])=[N:8][CH:9]=[CH:10][C:11]=1[C:12]1[CH:17]=[C:16]([NH:18][C:19]2[CH:32]=[C:22]3[CH2:23][N:24]([C@H:27]([CH3:31])[CH2:28][O:29][CH3:30])[CH2:25][CH2:26][N:21]3[N:20]=2)[C:15](=[O:33])[N:14]([CH3:34])[CH:13]=1 |f:1.2,3.4.5|. Procedure: To a solution of 300d (200 mg, 0.30 mmol) in THF/i-propanol/water (6/3/3 mL) was added lithium hydroxide (36 mg, 1.5 mmol). The mixture was stirred at 30° C. for 1 h and concentrated under reduced pressure. The residue was partition between ethyl acetate (15 mL) and (10 mL). The water phase was extracted with ethyl acetate (3×10 mL). The combined organic layer was dried, filtered, and concentrated under reduced pressure. Prep-HPLC and chiral resolution afforded the two enantiomers: 300 (35 mg, 1... Starting materials: C1(=CC=C(C=C1)S(=O)(=O)O)C (p-Toluenesulfonic acid), ClC[C@@H](CO)O ((R)-3-chloro-1,2-propanediol), 25C. Solvent: CC(=O)C (acetone), CC(=O)C (acetone). Yields the product ClC[C@@H]1OC(OC1)(C)C ((R)-4-chloromethyl-2,2-dimethyl-1,3-dioxolane). The yield is 7726.0%. RXN SMILES: [C:1]1([CH3:11])[CH:6]=CC(S(O)(=O)=O)=CC=1.[Cl:12][CH2:13][C@H:14]([OH:17])[CH2:15][OH:16]>CC(C)=O>[Cl:12][CH2:13][C@H:14]1[CH2:15][O:16][C:1]([CH3:6])([CH3:11])[O:17]1. Reported procedure: p-Toluenesulfonic acid (0.86 g) was added to a mixture of (R)-3-chloro-1,2-propanediol (50.13 g, 0.454 mol, optical purity 98.7% e.e.) and acetone (660 ml) and the resulting mixture was stirred for 12 hours at 25C. After completion of the reaction, acetone was removed in vacuo and the crude product was distilled to give 58.11 g of (R)-4-chloromethyl-2,2-dimethyl-1,3-dioxolane (yield 85%, b.p. 63° C. at 25 mmHg). Reactants: C(C)(C)(C)OC(C1=C(C(=C(C=C1)CBr)F)F)=O (4-bromomethyl-2,3-difluoro-benzoic acid tert-butyl ester), C[N+](C)(C)[O-] (trimethylamine N-oxide). Solvent: CS(=O)C (DMSO), C(Cl)Cl (DCM). Conditions: time 18 hour. Product: C(C)(C)(C)OC(C1=C(C(=C(C=C1)C=O)F)F)=O (2,3-Difluoro-4-formyl-benzoic acid tert-butyl ester). Isolated yield 42.6%. RXN SMILES: [C:1]([O:5][C:6](=[O:17])[C:7]1[CH:12]=[CH:11][C:10]([CH2:13]Br)=[C:9]([F:15])[C:8]=1[F:16])([CH3:4])([CH3:3])[CH3:2].C[N+]([O-:22])(C)C>CS(C)=O.C(Cl)Cl>[C:1]([O:5][C:6](=[O:17])[C:7]1[CH:12]=[CH:11][C:10]([CH:13]=[O:22])=[C:9]([F:15])[C:8]=1[F:16])([CH3:4])([CH3:3])[CH3:2]. Reported procedure: To a solution of 4-bromomethyl-2,3-difluoro-benzoic acid tert-butyl ester (12.9 g, 42.1 mmol) in DMSO (80 mL) and DCM (40 mL) at 0° C. was added trimethylamine N-oxide (3.4 g, 45.3 mmol). The reaction mixture was stirred at room temperature for 18 hours before being concentrated in vacuo. The resultant residue was partitioned between iced water and ethyl acetate. The organic layer was separated and washed with brine twice, dried (Na2SO4), filtered and evaporated in vacuo. The resultant residue w...